This data is from the Open Reaction Database (ORD), a public repository of structured organic reaction records. The task is: describe an organic reaction: reactants, conditions, products, and yield Reactants: C(C)C1=CC=C(C=C1)C=1C=CC(=NC1C1=CC=CC=C1)C(=O)OCC (ethyl 5-(4-ethylphenyl)-6-phenylpyridine-2-carboxylate), C(C)C1=CC=C(C=C1)C=1C=CC(=NC1C1=CC=CC=C1)C(=O)OCC (ethyl 5-(4-ethylphenyl)-6-phenylpyridine-2-carboxylate). Reagents/catalysts: OS(=O)(=O)O (H2SO4). Solvent: CO (MeOH). The product is C(C)C1=CC=C(C=C1)C=1C=CC(=NC1C1=CC=CC=C1)C(=O)OC (Methyl 5-(4-Ethylphenyl)-6-phenyl-pyridine-2-carboxylate). RXN SMILES: [CH2:1]([C:3]1[CH:8]=[CH:7][C:6]([C:9]2[CH:10]=[CH:11][C:12]([C:21]([O:23][CH2:24]C)=[O:22])=[N:13][C:14]=2[C:15]2[CH:20]=[CH:19][CH:18]=[CH:17][CH:16]=2)=[CH:5][CH:4]=1)[CH3:2]>OS(O)(=O)=O.CO>[CH2:1]([C:3]1[CH:4]=[CH:5][C:6]([C:9]2[CH:10]=[CH:11][C:12]([C:21]([O:23][CH3:24])=[O:22])=[N:13][C:14]=2[C:15]2[CH:20]=[CH:19][CH:18]=[CH:17][CH:16]=2)=[CH:7][CH:8]=1)[CH3:2]. Procedure details: Following General Procedure E, ethyl 5-(4-ethylphenyl)-6-phenylpyridine-2-carboxylate (Compound 23, 45 mg, 0.15 mmol) and conc. H2SO4 (3 drops) in MeOH (3 ml) were reacted to produce title compound as a yellow solid. The reactants are C(C)(=O)O (acetic acid), FC(C(=O)O)(F)F (trifluoroacetic acid), C(C)(C)(C)OC(=O)NCC=1SC=C(N1)NC(=O)OC (2-(N-t-butoxycarbonylamino)methyl-4-methoxycarbonylaminothiazole), C([O-])([O-])=O.[K+].[K+] (potassium carbonate). The solvent is C(=O)O (formic acid), ClCCl (dichloromethane). Conditions: time 50 minute. The product is C(=O)NCC=1SC=C(N1)NC(=O)OC (2-(formylamino)methyl-4-methoxycarbonylaminothiazole). The yield is 100.0%. RXN SMILES: FC(F)(F)C(O)=O.C([O:12][C:13]([NH:15][CH2:16][C:17]1[S:18][CH:19]=[C:20]([NH:22][C:23]([O:25][CH3:26])=[O:24])[N:21]=1)=O)(C)(C)C.C(=O)([O-])[O-].[K+].[K+].C(O)(=O)C>ClCCl.C(O)=O>[CH:13]([NH:15][CH2:16][C:17]1[S:18][CH:19]=[C:20]([NH:22][C:23]([O:25][CH3:26])=[O:24])[N:21]=1)=[O:12] |f:2.3.4|. Reported procedure: A 3.9 ml portion of trifluoroacetic acid was added to 776 mg of 2-(N-t-butoxycarbonylamino)methyl-4-methoxycarbonylaminothiazole, followed by stirring at room temperature for 50 minutes. The reagent was evaporated under reduced pressure to obtain a light brown solid, and this solid was then dissolved in 13.5 ml of dichloromethane and 10 ml of a 15% aqueous potassium carbonate solution to adjust the pH of the solution to 10.0. Further, a mixed solution of 2.55 ml of anhydrous acetic acid and 1.27... The reactants are C(C)(C)N(CC)C(C)C (diisopropylethylamine), COC=1C=C(C(=O)Cl)C=C(C1OC)OC (3,4,5-trimethoxybenzoyl chloride), Cl.CN (methylamine hydrochloride). Run in O1CCCC1 (tetrahydrofuran). Conditions: time 1 hour. Yields the product CNC(C1=CC(=C(C(=C1)OC)OC)OC)=O (N-methyl-3,4,5-trimethoxybenzamide). RXN SMILES: [CH3:1][O:2][C:3]1[CH:4]=[C:5]([CH:9]=[C:10]([O:14][CH3:15])[C:11]=1[O:12][CH3:13])[C:6](Cl)=[O:7].[CH:16]([N:19](C(C)C)CC)(C)C.Cl.CN>O1CCCC1>[CH3:16][NH:19][C:6](=[O:7])[C:5]1[CH:4]=[C:3]([O:2][CH3:1])[C:11]([O:12][CH3:13])=[C:10]([O:14][CH3:15])[CH:9]=1 |f:2.3|. Procedure: Combine 3,4,5-trimethoxybenzoyl chloride) (2.9 g, 17.0 mmol) and tetrahydrofuran (170 mL) and cool to 0° C. Add diisopropylethylamine (5.92 mL, 34 mmol). Add methylamine hydrochloride (1.26 g, 18.7 mmol). Allow to stir for 1 hour and concentrate in vacuo. Chromatograph on silica gel eluting sequentially with 50% ethyl acetate/hexane to give N-methyl-3,4,5-trimethoxybenzamide: TLC Rf =0.45 (silica gel, 50% ethyl acetate/hexane). Starting materials: CCO, CCOC(=O)CCN(C)C(=O)c1ccc(NC(c2oc3ccc(C)cc3c2C)C2CCCCC2)cc1, [Na+], C1CCOC1, [OH-]. The product is Cc1ccc2oc(C(Nc3ccc(C(=O)N(C)CCC(=O)O)cc3)C3CCCCC3)c(C)c2c1. Reaction SMILES: [CH3:44][CH2:45][OH:46].[CH:1]1([CH:7]([c:8]2[o:9][c:10]3[c:11]([c:12]2[CH3:13])[cH:14][c:15]([CH3:18])[cH:16][cH:17]3)[NH:19][c:20]2[cH:21][cH:22][c:23]([C:26](=[O:27])[N:28]([CH2:29][CH2:30][C:31](=[O:32])[O:33][CH2:34][CH3:35])[CH3:36])[cH:24][cH:25]2)[CH2:2][CH2:3][CH2:4][CH2:5][CH2:6]1.[Na+:43].[O:37]1[CH2:38][CH2:39][CH2:40][CH2:41]1.[OH-:42]>>[CH:1]1([CH:7]([c:8]2[o:9][c:10]3[c:11]([c:12]2[CH3:13])[cH:14][c:15]([CH3:18])[cH:16][cH:17]3)[NH:19][c:20]2[cH:21][cH:22][c:23]([C:26](=[O:27])[N:28]([CH2:29][CH2:30][C:31](=[O:32])[OH:33])[CH3:36])[cH:24][cH:25]2)[CH2:2][CH2:3][CH2:4][CH2:5][CH2:6]1. Reactants: N1=CC=CC2=CC=C(C=C12)C(=O)OC (methyl quinoline-7-carboxylate), ClC=1C=C(C(=O)OO)C=CC1 (3-chlorobenzoperoxoic acid). The solvent is C(=O)(O)[O-].[Na+] (NaHCO3), C(Cl)Cl (DCM). Run at time 21 hour. Product: COC(=O)C1=CC=C2C=CC=[N+](C2=C1)[O-] (7-(Methoxycarbonyl)quinoline-N-oxide). Reaction SMILES: [N:1]1[C:10]2[C:5](=[CH:6][CH:7]=[C:8]([C:11]([O:13][CH3:14])=[O:12])[CH:9]=2)[CH:4]=[CH:3][CH:2]=1.ClC1C=C(C=CC=1)C(OO)=[O:20]>C(Cl)Cl.C([O-])(O)=O.[Na+]>[CH3:14][O:13][C:11]([C:8]1[CH:9]=[C:10]2[C:5]([CH:4]=[CH:3][CH:2]=[N+:1]2[O-:20])=[CH:6][CH:7]=1)=[O:12] |f:3.4|. Reported procedure: To a solution of the methyl quinoline-7-carboxylate from above in DCM (10 mL) was added 3-chlorobenzoperoxoic acid (1.991 g, 11.54 mmol). The reaction was stirred for 21 h at rt. The mixture was then diluted with saturated aqueous NaHCO3 (40 mL) and the mixture was extracted with DCM (2×30 mL). The organic layers were combined, washed with saturated aqueous NaCl (40 mL), dried (MgSO4), and concentrated. The N-oxide was isolated as an orange solid which was used without purification in the next s... The reactants are C(C)OC(C1=CC=C(C=C1)N(C=1C=C(C2=C(C(CO2)(C)C)C1)CC)C(C)C)=O (4-[isopropyl-(3,3-dimethyl-7-ethyl-2,3-dihydro-benzofuran-5-yl)-amino]-benzoic acid ethyl ester), C(C)OC(C1=CC=C(C=C1)N(C=1C=C(C2=C(C(CO2)(C)C)C1)CC)C(C)C)=O (4-[isopropyl-(3,3-dimethyl-7-ethyl-2,3-dihydro-benzofuran-5-yl)-amino]-benzoic acid ethyl ester), [OH-].[K+] (potassium hydroxide). Run in C(C)O (ethanol). Product: C(C)(C)N(C1=CC=C(C(=O)O)C=C1)C=1C=C(C2=C(C(CO2)(C)C)C1)CC (4-[Isopropyl-(3,3-dimethyl-7-ethyl-2,3-dihydro-benzofuran-5-yl)-amino]-benzoic acid). Yield: 82.3%. Reaction SMILES: C([O:3][C:4](=[O:28])[C:5]1[CH:10]=[CH:9][C:8]([N:11]([CH:25]([CH3:27])[CH3:26])[C:12]2[CH:13]=[C:14]([CH2:23][CH3:24])[C:15]3[O:19][CH2:18][C:17]([CH3:21])([CH3:20])[C:16]=3[CH:22]=2)=[CH:7][CH:6]=1)C.[OH-].[K+]>C(O)C>[CH:25]([N:11]([C:12]1[CH:13]=[C:14]([CH2:23][CH3:24])[C:15]2[O:19][CH2:18][C:17]([CH3:21])([CH3:20])[C:16]=2[CH:22]=1)[C:8]1[CH:7]=[CH:6][C:5]([C:4]([OH:28])=[O:3])=[CH:10][CH:9]=1)([CH3:27])[CH3:26] |f:1.2|. Procedure: Following general procedure I and using 4-[isopropyl-(3,3-dimethyl-7-ethyl-2,3-dihydro-benzofuran-5-yl)-amino]-benzoic acid ethyl ester (Compound 38, 0.21 g, 0.55 mmol) and 2 mL of 5M potassium hydroxide solution in 10 mL of ethanol, the title compound (0.16 g, 88%)was obtained as a white solid. 1H NMR (300 MHz, CDCl3): δ 7.86 (d, 2H, J=9.1 Hz), 6.69 (d, 1H, J=2.0 Hz), 6.65 (d, 1H, J=2.0 Hz), 6.51 (d, 2H, J=9.1 Hz), 4.35 (heptet, 1H, J=6.5 Hz), 4.30 (s, 2H), 2.60 (q, 2H, J=7.5 Hz), 1.33 (s, 6H),... Starting materials: C(C1=CN=CC=C1)(=O)O (nicotinic acid), C1=CC(=CC=C1[N+](=O)[O-])O (p-nitrophenol), C1CCC(CC1)N=C=NC2CCCCC2 (DCC). The solvent is CN(C)C=O (DMF). Conditions: time 1 hour. Product: C(C1=CN=CC=C1)(=O)OC1=CC=C(C=C1)[N+](=O)[O-] (p-Nitrophenyl nicotinate). Isolated yield 57.0%. Reaction SMILES: [C:1]([OH:9])(=[O:8])[C:2]1[CH:7]=[CH:6][CH:5]=[N:4][CH:3]=1.[CH:10]1[C:15]([N+:16]([O-:18])=[O:17])=[CH:14][CH:13]=[C:12](O)[CH:11]=1.C1CCC(N=C=NC2CCCCC2)CC1>CN(C=O)C>[C:1]([O:9][C:12]1[CH:11]=[CH:10][C:15]([N+:16]([O-:18])=[O:17])=[CH:14][CH:13]=1)(=[O:8])[C:2]1[CH:7]=[CH:6][CH:5]=[N:4][CH:3]=1. Procedure details: To 9.85 g, 80 mmoles, nicotinic acid and 13.35 g, 96 =moles p-nitrophenol in 250 ml DMF was added 16.5 g, 80 mmoles DCC with stirring in ice-bath. After 1 hour at 0° C. and 3 hours at room temperature the urea was filtered off and the product was precipitated by the addition of an equal volume of water. Filtration, drying in vacuo and recrystallization from i-PrOH gave 11.22 g, 57% of white needles, m.p. 172.5°-173° C. (24)